Dataset: the Open Reaction Database (ORD), a public repository of structured organic reaction records. Task: describe an organic reaction: reactants, conditions, products, and yield Starting materials: FC1=CC=C(C#N)C=C1 (4-fluorobenzonitrile), C(CC)N (n-propylamine). The product is C(CC)NC1=CC=C(C#N)C=C1 (4-Propylaminobenzonitrile). RXN SMILES: F[C:2]1[CH:9]=[CH:8][C:5]([C:6]#[N:7])=[CH:4][CH:3]=1.[CH2:10]([NH2:13])[CH2:11][CH3:12]>>[CH2:10]([NH:13][C:2]1[CH:9]=[CH:8][C:5]([C:6]#[N:7])=[CH:4][CH:3]=1)[CH2:11][CH3:12]. Reported procedure: According to a similar manner to that in Reference Example 3, the title compound was synthesized from 4-fluorobenzonitrile and n-propylamine. Reactants: C([O-])(O)=O.[Na+] (sodium bicarbonate), O[C@@H]1C[C@@H]2C(OC=3[C@@H]4CC[C@H]([C@@H](CCCC(C)C)C)[C@]4(CCC3[C@]2(CC1)C)C)=O ((3S,55)-3-Hydroxy-7-oxa-8-cholesten-6-one), C=CCOC(=N)C(Cl)(Cl)Cl (O-allyl-2,2,2-trichloroacetimidate), C=CCOC(=N)C(Cl)(Cl)Cl (O-allyl-2,2,2-trichloroacetimidate). Run in ClCCl (dichloromethane). Run at time 3 hour. Product: C(C=C)O[C@@H]1C[C@@H]2C(OC=3[C@@H]4CC[C@H]([C@@H](CCCC(C)C)C)[C@]4(CCC3[C@]2(CC1)C)C)=O ((3S,5S)-3-allyloxy-7-oxa-8-cholesten-6-one). The yield is 57.4%. RXN SMILES: [OH:1][C@H:2]1[CH2:26][CH2:25][C@@:24]2([CH3:27])[C@@H:4]([C:5](=[O:29])[O:6][C:7]3[C@H:8]4[C@:20]([CH3:28])([CH2:21][CH2:22][C:23]=32)[C@@H:11]([C@H:12]([CH3:19])[CH2:13][CH2:14][CH2:15][CH:16]([CH3:18])[CH3:17])[CH2:10][CH2:9]4)[CH2:3]1.[CH2:30]=[CH:31][CH2:32]OC(C(Cl)(Cl)Cl)=N.C(=O)(O)[O-].[Na+]>ClCCl>[CH2:32]([O:1][C@H:2]1[CH2:26][CH2:25][C@@:24]2([CH3:27])[C@@H:4]([C:5](=[O:29])[O:6][C:7]3[C@H:8]4[C@:20]([CH3:28])([CH2:21][CH2:22][C:23]=32)[C@@H:11]([C@H:12]([CH3:19])[CH2:13][CH2:14][CH2:15][CH:16]([CH3:18])[CH3:17])[CH2:10][CH2:9]4)[CH2:3]1)[CH:31]=[CH2:30] |f:2.3|. Reported procedure: Compound 2 (230 mg, 0.571 mmol) obtained in Example 2 was dissolved in dichloromethane (6.0 mL), and O-allyl-2,2,2-trichloroacetimidate (130 μL, 0.857 mmol) and boron trifluoride—ethyl ether complex (36.1 μL, 0.286 mmol) were added thereto at 0° C., followed by stirring for 3 hours. Subsequently, O-allyl-2,2,2-trichloroacetimidate (43.3 μL, 0.286 mmol) and boron trifluoride—ethyl ether complex (18.1 μL, 0.143 mmol) were further added thereto, followed by stirring for 4 hours. A saturated aqueous... Reactants: compound 116, N(=[N+]=[N-])C=1C=CC(=C(C1)C(=O)C1=C(C=C(C=C1)NC1=CC=C(C=C1)OC)Cl)C ((5-Azido-2-methyl-phenyl)-[2-chloro-4-(4-methoxy-phenylamino)-phenyl]-methanone), C(CC#C)O (but-3-yn-1-ol). The product is ClC1=C(C=CC(=C1)NC1=CC=C(C=C1)OC)C(=O)C1=C(C=CC(=C1)N1N=NC(=C1)CCO)C ([2-Chloro-4-(4-methoxy-phenylamino)-phenyl]-{5-[4-(2-hydroxy-ethyl)-[1,2,3]triazol-1-yl]-2-methyl-phenyl}-methanone). RXN SMILES: [N:1]([C:4]1[CH:5]=[CH:6][C:7]([CH3:28])=[C:8]([C:10]([C:12]2[CH:17]=[CH:16][C:15]([NH:18][C:19]3[CH:24]=[CH:23][C:22]([O:25][CH3:26])=[CH:21][CH:20]=3)=[CH:14][C:13]=2[Cl:27])=[O:11])[CH:9]=1)=[N+:2]=[N-:3].[CH2:29]([OH:33])[CH2:30][C:31]#[CH:32]>>[Cl:27][C:13]1[CH:14]=[C:15]([NH:18][C:19]2[CH:24]=[CH:23][C:22]([O:25][CH3:26])=[CH:21][CH:20]=2)[CH:16]=[CH:17][C:12]=1[C:10]([C:8]1[CH:9]=[C:4]([N:1]2[CH:32]=[C:31]([CH2:30][CH2:29][OH:33])[N:3]=[N:2]2)[CH:5]=[CH:6][C:7]=1[CH3:28])=[O:11]. Reported procedure: The reaction was carried out similarly as described in the preparation of compound 116, using compound 448 (0.03 mmol) and but-3-yn-1-ol (0.06 mmol). The crude product was purified by continuous gradient flash chromatography using EtOAc/petroleum ether (40-60) 30:70 to 100:0 as the eluent to afford the title compound. 13C NMR (CDCl3) δ 194.7, 157.3, 150.5, 146.2, 141.4, 138.1, 135.8, 134.6, 134.2, 132.5, 132.2, 126.5, 125.3, 122.1, 120.6, 120.1, 115.2, 115.0, 111.8, 61.5, 55.6, 28.6, 19.9 The reactants are CCOC(C)=O, CCCCCC, Cl, COC(=O)Cc1ccc2nc(-c3cn(C)c4ccc(F)cc34)oc2c1F, [Na+], [OH-]. Product: Cn1cc(-c2nc3ccc(CC(=O)O)c(F)c3o2)c2cc(F)ccc21. Reaction SMILES: [C:27]([O:28][CH2:29][CH3:30])(=[O:31])[CH3:32].[CH3:33][CH2:34][CH2:35][CH2:36][CH2:37][CH3:38].[ClH:41].[F:1][c:2]1[cH:3][c:4]2[c:5](-[c:12]3[o:13][c:14]4[c:15]([n:16]3)[cH:17][cH:18][c:19]([CH2:22][C:23](=[O:24])[O:25][CH3:26])[c:20]4[F:21])[cH:6][n:7]([CH3:11])[c:8]2[cH:9][cH:10]1.[Na+:40].[OH-:39]>>[F:1][c:2]1[cH:3][c:4]2[c:5](-[c:12]3[o:13][c:14]4[c:15]([n:16]3)[cH:17][cH:18][c:19]([CH2:22][C:23](=[O:24])[OH:25])[c:20]4[F:21])[cH:6][n:7]([CH3:11])[c:8]2[cH:9][cH:10]1.